Dataset: the Open Reaction Database (ORD), a public repository of structured organic reaction records. Task: describe an organic reaction: reactants, conditions, products, and yield The reactants are FB(F)F, CCOCC, CCCCCC1CCC(c2ccc(-c3ccc(C4CCC(CCC)OC4O)c(F)c3F)c(F)c2F)CO1, ClCCl, O. Product: CCCCCC1CCC(c2ccc(-c3ccc(C4CCC(CCC)OC4)c(F)c3F)c(F)c2F)CO1. As a reaction SMILES: [B:46]([F:47])([F:48])[F:49].[CH2:41]([O:42][CH2:43][CH3:44])[CH3:45].[CH2:4]([CH2:5][CH3:6])[CH:7]1[CH2:8][CH2:9][CH:10]([c:14]2[c:15]([F:40])[c:16]([F:39])[c:17](-[c:20]3[c:21]([F:38])[c:22]([F:37])[c:23]([CH:26]4[CH2:27][O:28][CH:29]([CH2:32][CH2:33][CH2:34][CH2:35][CH3:36])[CH2:30][CH2:31]4)[cH:24][cH:25]3)[cH:18][cH:19]2)[CH:11]([OH:13])[O:12]1.[Cl:1][CH2:2][Cl:3].[OH2:50]>>[CH2:4]([CH2:5][CH3:6])[CH:7]1[CH2:8][CH2:9][CH:10]([c:14]2[c:15]([F:40])[c:16]([F:39])[c:17](-[c:20]3[c:21]([F:38])[c:22]([F:37])[c:23]([CH:26]4[CH2:27][O:28][CH:29]([CH2:32][CH2:33][CH2:34][CH2:35][CH3:36])[CH2:30][CH2:31]4)[cH:24][cH:25]3)[cH:18][cH:19]2)[CH2:11][O:12]1.